This data is from the Open Reaction Database (ORD), a public repository of structured organic reaction records. The task is: describe an organic reaction: reactants, conditions, products, and yield Reaction SMILES: [CH2:3]([CH3:4])[O:5][c:6]1[n:7][nH:8][cH:9][c:10]1[CH2:11][CH2:12][C:13](=[O:14])[O:15][CH2:16][CH3:17].[CH3:44][N:45]([CH3:46])[CH:47]=[O:48].[Cl:18][CH2:19][c:20]1[cH:21][c:22]([O:40][CH2:41][CH3:42])[c:23]([O:24][CH2:25][c:26]2[n:27][c:28](-[c:32]3[cH:33][cH:34][cH:35][cH:36][cH:37]3)[o:29][c:30]2[CH3:31])[cH:38][cH:39]1.[H-:1].[Na+:2].[OH2:43]>>[CH2:3]([CH3:4])[O:5][c:6]1[n:7][n:8]([CH2:19][c:20]2[cH:21][c:22]([O:40][CH2:41][CH3:42])[c:23]([O:24][CH2:25][c:26]3[n:27][c:28](-[c:32]4[cH:33][cH:34][cH:35][cH:36][cH:37]4)[o:29][c:30]3[CH3:31])[cH:38][cH:39]2)[cH:9][c:10]1[CH2:11][CH2:12][C:13](=[O:14])[O:15][CH2:16][CH3:17]. Product: CCOC(=O)CCc1cn(Cc2ccc(OCc3nc(-c4ccccc4)oc3C)c(OCC)c2)nc1OCC. Reactants: CCOC(=O)CCc1c[nH]nc1OCC, CN(C)C=O, CCOc1cc(CCl)ccc1OCc1nc(-c2ccccc2)oc1C, [H-], [Na+], O. Reactants: CC#CCOc1ccc(S(=O)(=O)N2CCN(C(=O)OC(C)(C)C)CCC2C(=O)NO)cc1, Cl, C1COCCO1. Product: CC#CCOc1ccc(S(=O)(=O)N2CCNCCC2C(=O)NO)cc1. RXN SMILES: [CH2:1]([C:2]#[C:3][CH3:4])[O:5][c:6]1[cH:7][cH:8][c:9]([S:12](=[O:13])(=[O:14])[N:15]2[CH2:16][CH2:17][N:18]([C:26]([O:27][C:28]([CH3:29])([CH3:30])[CH3:31])=[O:32])[CH2:19][CH2:20][CH:21]2[C:22](=[O:23])[NH:24][OH:25])[cH:10][cH:11]1.[ClH:33].[O:34]1[CH2:35][CH2:36][O:37][CH2:38][CH2:39]1>>[CH2:1]([C:2]#[C:3][CH3:4])[O:5][c:6]1[cH:7][cH:8][c:9]([S:12](=[O:13])(=[O:14])[N:15]2[CH2:16][CH2:17][NH:18][CH2:19][CH2:20][CH:21]2[C:22](=[O:23])[NH:24][OH:25])[cH:10][cH:11]1. The reactants are CC(C)(C)c1cc(CCCO)cc(C(C)(C)C)c1O, O=C(O)C(F)(F)F. The product is CC(C)(C)c1cc(CCCO)ccc1O. Reaction SMILES: [C:1]([CH3:2])([CH3:3])([CH3:4])[c:5]1[cH:6][c:7]([CH2:16][CH2:17][CH2:18][OH:19])[cH:8][c:9]([C:12]([CH3:13])([CH3:14])[CH3:15])[c:10]1[OH:11].[OH:20][C:21]([C:22]([F:23])([F:24])[F:25])=[O:26]>>[C:1]([CH3:2])([CH3:3])([CH3:4])[c:5]1[cH:6][c:7]([CH2:16][CH2:17][CH2:18][OH:19])[cH:8][cH:9][c:10]1[OH:11]. The reactants are Cl.ClC1=CC=C(C=C1)N(N)CCC=1C=NC(=CC1)C (N-(4-Chloro-phenyl)-N-[2-(6-methyl-pyridin-3-yl)-ethyl]-hydrazine hydrochloride), FC(C=1C=C(C=CC1)N1CCC(CC1)=O)(F)F (1-(3-Trifluoromethyl-phenyl)-piperidin-4-one). Solvent: C(C)O (ethanol). The product is ClC1=CC=2C3=C(N(C2C=C1)CCC=1C=NC(=CC1)C)CCN(C3)C3=CC(=CC=C3)C(F)(F)F (8-Chloro-5-[2-(6-methyl-pyridin-3-yl)-ethyl]-2-(3-trifluoromethyl-phenyl)-2,3,4,5-tetrahydro-1H-pyrido[4,3-b]indole). Yield: 8.5%. Reaction SMILES: Cl.[Cl:2][C:3]1[CH:8]=[CH:7][C:6]([N:9]([CH2:11][CH2:12][C:13]2[CH:14]=[N:15][C:16]([CH3:19])=[CH:17][CH:18]=2)N)=[CH:5][CH:4]=1.[F:20][C:21]([F:36])([F:35])[C:22]1[CH:23]=[C:24]([N:28]2[CH2:33][CH2:32][C:31](=O)[CH2:30][CH2:29]2)[CH:25]=[CH:26][CH:27]=1>C(O)C>[Cl:2][C:3]1[CH:8]=[CH:7][C:6]2[N:9]([CH2:11][CH2:12][C:13]3[CH:14]=[N:15][C:16]([CH3:19])=[CH:17][CH:18]=3)[C:31]3[CH2:32][CH2:33][N:28]([C:24]4[CH:25]=[CH:26][CH:27]=[C:22]([C:21]([F:36])([F:20])[F:35])[CH:23]=4)[CH2:29][C:30]=3[C:5]=2[CH:4]=1 |f:0.1|. Reported procedure: To a stirred solution of N-(4-Chloro-phenyl)-N-[2-(6-methyl-pyridin-3-yl)-ethyl]-hydrazine hydrochloride (0.13 g, 0.5 mmol) in absolute ethanol (5 mL) was added 1-(3-Trifluoromethyl-phenyl)-piperidin-4-one (0.122 g, 0.5 mmol) at RT and then refluxed for 1 h. After completion (TLC), ethanol was evaporated. The crude was purified by preparative HPLC to provide desired compound as brown colored solid (0.02 g, 10% yield) 8-Chloro-5-[2-(6-methyl-pyridin-3-yl)-ethyl]-2-(3-trifluoromethyl-phenyl)-2,3,4...